This data is from the Open Reaction Database (ORD), a public repository of structured organic reaction records. The task is: describe an organic reaction: reactants, conditions, products, and yield The reactants are [Al+3], Cn1c(C(F)(F)F)cc(=O)n(Cc2ccccc2)c1=S, CCOCC, Cc1cccc(C)c1, [Cl-], [Cl-], [Cl-], O. Yields the product Cn1c(C(F)(F)F)cc(=O)[nH]c1=S. RXN SMILES: [Al+3:22].[CH3:1][n:2]1[c:3](=[S:20])[n:4]([CH2:13][c:14]2[cH:15][cH:16][cH:17][cH:18][cH:19]2)[c:5](=[O:12])[cH:6][c:7]1[C:8]([F:9])([F:10])[F:11].[CH3:26][CH2:27][O:28][CH2:29][CH3:30].[CH3:31][c:32]1[cH:33][c:34]([CH3:35])[cH:36][cH:37][cH:38]1.[Cl-:21].[Cl-:23].[Cl-:24].[OH2:25]>>[CH3:1][n:2]1[c:3](=[S:20])[nH:4][c:5](=[O:12])[cH:6][c:7]1[C:8]([F:9])([F:10])[F:11].